This data is from the Open Reaction Database (ORD), a public repository of structured organic reaction records. The task is: describe an organic reaction: reactants, conditions, products, and yield The reactants are C=CC(CN(c1nc2oc(-c3ccc(F)cc3)c(C(=O)NC)c2cc1C(=C)C)S(C)(=O)=O)OCc1ccccc1, Cc1ccccc1. The product is CNC(=O)c1c(-c2ccc(F)cc2)oc2nc3c(cc12)C(C)=CC(OCc1ccccc1)CN3S(C)(=O)=O. RXN SMILES: [CH2:1]([c:2]1[cH:3][cH:4][cH:5][cH:6][cH:7]1)[O:8][CH:9]([CH2:10][N:11]([S:12](=[O:13])(=[O:14])[CH3:15])[c:16]1[c:17]([C:36]([CH3:38])=[CH2:40])[cH:18][c:19]2[c:20]([n:21]1)[o:22][c:23](-[c:29]1[cH:30][cH:31][c:32]([F:35])[cH:33][cH:34]1)[c:24]2[C:25](=[O:26])[NH:27][CH3:28])[CH:39]=[CH2:37].[CH3:41][c:42]1[cH:43][cH:44][cH:45][cH:46][cH:47]1>>[CH2:1]([c:2]1[cH:3][cH:4][cH:5][cH:6][cH:7]1)[O:8][CH:9]1[CH2:10][N:11]([S:12](=[O:13])(=[O:14])[CH3:15])[c:16]2[c:17]([cH:18][c:19]3[c:20]([n:21]2)[o:22][c:23](-[c:29]2[cH:30][cH:31][c:32]([F:35])[cH:33][cH:34]2)[c:24]3[C:25](=[O:26])[NH:27][CH3:28])[C:36]([CH3:38])=[CH:39]1. The reactants are CN1C(NC(C1)=O)=NC(O)=O (tetrahydro-1-methyl-4-oxo-1H-imidazol-2-ylidene carbamic acid), NC1=NC=C(C=C1)C (2-amino-5-methylpyridine), O (water). The solvent is CN(C)C=O (DMF). Run at temperature 70 celsius, time 2 hour. Product: CC=1C=CC(=NC1)NC(=O)N=C1N(CC(N1)=O)C (1-(5-Methyl-2-pyridinyl)-3-(tetrahydro-1-methyl-4-oxo-1H-imidazol-2-ylidene) urea). The yield is 76.9%. As a reaction SMILES: [CH3:1][N:2]1[CH2:6][C:5](=[O:7])[NH:4][C:3]1=[N:8][C:9](=[O:11])O.[NH2:12][C:13]1[CH:18]=[CH:17][C:16]([CH3:19])=[CH:15][N:14]=1.O>CN(C=O)C>[CH3:19][C:16]1[CH:17]=[CH:18][C:13]([NH:12][C:9]([N:8]=[C:3]2[NH:4][C:5](=[O:7])[CH2:6][N:2]2[CH3:1])=[O:11])=[N:14][CH:15]=1. Procedure: A mixture of 2.33 g (10.0 mM) of the phenyl carbamate 8 and 1.08 g (10.0 mM) of 2-amino-5-methylpyridine in 9 ml of anhydrous DMF was stirred at 70° C. for 2 hrs., cooled and poured into water with stirriang. The resulting precipitate was collected, washed with water and then acetone to give 1.9 g of the above urea as a pale yellow solid, m.p. 227° C. (dec.). Reported procedure: To a solution of 50 g (0.240 mol) 4,4,4-trifluoro-1-(2-furyl)-1,3-butanedione in 24 ml (0.024 mol) 1M solution of hydrogen chloride in ethanol and further 520 ml EtOH was added. 50 g (0.248 mol) benzylhydrazine dihydrochloride in small portion at room temperature. The reaction mixture was then heated under reflux for 7 h. After cooling to room temperature the reaction mixture was neutralized with saturated NaHCO3, the EtOH was distilled off and the residual oil/water mixture was extracted with 3... The product is C(C1=CC=CC=C1)N1N=C(C=C1C=1OC=CC1)C(F)(F)F (1-benzyl-5-furan-2-yl-3-trifluoromethyl-1H-pyrazole). The solvent is C(C)O (ethanol), CCO (EtOH). Yield: 105.1%. As a reaction SMILES: [F:1][C:2]([F:14])([F:13])[C:3](=O)[CH2:4][C:5]([C:7]1[O:8][CH:9]=[CH:10][CH:11]=1)=O.Cl.Cl.Cl.[CH2:18]([NH:25][NH2:26])[C:19]1[CH:24]=[CH:23][CH:22]=[CH:21][CH:20]=1.C([O-])(O)=O.[Na+]>C(O)C>[CH2:18]([N:25]1[C:5]([C:7]2[O:8][CH:9]=[CH:10][CH:11]=2)=[CH:4][C:3]([C:2]([F:14])([F:13])[F:1])=[N:26]1)[C:19]1[CH:24]=[CH:23][CH:22]=[CH:21][CH:20]=1 |f:2.3.4,5.6|. The reactants are Cl.Cl.C(C1=CC=CC=C1)NN (benzylhydrazine dihydrochloride), FC(C(CC(=O)C=1OC=CC1)=O)(F)F (4,4,4-trifluoro-1-(2-furyl)-1,3-butanedione), solution, Cl (hydrogen chloride), C(=O)(O)[O-].[Na+] (NaHCO3). Starting materials: CCC(CC)(CCCBr)O[Si](CC)(CC)CC, CC12CCC3C(=CC=C4CC(O[Si](C)(C)C(C)(C)C)CC(O[Si](C)(C)C(C)(C)C)C43C)C1CC=C2CO, C1COCCOCCOCCOCCO1, [H-], [Na+], C1CCOC1. The product is CCC(CC)(CCCOCC1=CCC2C3=CC=C4CC(O[Si](C)(C)C(C)(C)C)CC(O[Si](C)(C)C(C)(C)C)C4(C)C3CCC12C)O[Si](CC)(CC)CC. Reaction SMILES: [Br:38][CH2:39][CH2:40][CH2:41][C:42]([CH2:43][CH3:44])([O:45][Si:46]([CH2:47][CH3:48])([CH2:49][CH3:50])[CH2:51][CH3:52])[CH2:53][CH3:54].[C:1]([CH3:2])([CH3:3])([CH3:4])[Si:5]([O:6][CH:7]1[CH2:8][CH:9]([O:28][Si:29]([CH3:30])([CH3:31])[C:32]([CH3:33])([CH3:34])[CH3:35])[CH2:10][C:11]2=[CH:12][CH:13]=[C:14]3[CH:15]4[CH2:16][CH:17]=[C:18]([CH2:26][OH:27])[C:19]4([CH3:20])[CH2:21][CH2:22][CH:23]3[C:24]12[CH3:25])([CH3:36])[CH3:37].[CH2:57]1[O:58][CH2:59][CH2:60][O:61][CH2:62][CH2:63][O:64][CH2:65][CH2:66][O:67][CH2:68][CH2:69][O:70][CH2:71]1.[H-:55].[Na+:56].[O:72]1[CH2:73][CH2:74][CH2:75][CH2:76]1>>[C:1]([CH3:2])([CH3:3])([CH3:4])[Si:5]([O:6][CH:7]1[CH2:8][CH:9]([O:28][Si:29]([CH3:30])([CH3:31])[C:32]([CH3:33])([CH3:34])[CH3:35])[CH2:10][C:11]2=[CH:12][CH:13]=[C:14]3[CH:15]4[CH2:16][CH:17]=[C:18]([CH2:26][O:27][CH2:39][CH2:40][CH2:41][C:42]([CH2:43][CH3:44])([O:45][Si:46]([CH2:47][CH3:48])([CH2:49][CH3:50])[CH2:51][CH3:52])[CH2:53][CH3:54])[C:19]4([CH3:20])[CH2:21][CH2:22][CH:23]3[C:24]12[CH3:25])([CH3:36])[CH3:37]. The reactants are COc1ncnc2ccc(C=O)cc12, O=C1CSC(=O)N1. Product: COc1ncnc2ccc(C=C3SC(=O)NC3=O)cc12. Reaction SMILES: [CH3:1][O:2][c:3]1[n:4][cH:5][n:6][c:7]2[cH:8][cH:9][c:10]([CH:13]=[O:14])[cH:11][c:12]12.[O:15]=[C:16]1[CH2:17][S:18][C:19](=[O:20])[NH:21]1>>[CH3:1][O:2][c:3]1[n:4][cH:5][n:6][c:7]2[cH:8][cH:9][c:10]([CH:13]=[C:17]3[C:16](=[O:15])[NH:21][C:19](=[O:20])[S:18]3)[cH:11][c:12]12. Reactants: C(C)(C)(C)C1=NN=C(O1)C=1C(=NC=C(N1)C1=NC(=NN1CC)C1CCNCC1)N (3-(5-(tert-butyl)-1,3,4-oxadiazol-2-yl)-5-(1-ethyl-3-(piperidin-4-yl)-1H-1,2,4-triazol-5-yl)pyrazin-2-amine), CC1(OC[C@H](O1)C(=O)[O-])C.[K+] (potassium (S)-2,2-dimethyl-1,3-dioxolane-4-carboxylate), CCN=C=NCCCN(C)C (EDCI), O.ON1N=NC2=C1C=CC=C2 (1-hydroxy-1H-benzotriazol hydrate), CCN(C(C)C)C(C)C (DIPEA). Solvent: C(Cl)Cl (DCM), O (Water). Conditions: time 16 hour. The product is NC=1N=CC(=NC1C=1OC(=NN1)C(C)(C)C)C1=NC(=NN1CC)C1CCN(CC1)C(=O)[C@H]1OC(OC1)(C)C ((S)-(4-(5-(5-amino-6-(5-(tert-butyl)-1,3,4-oxadiazol-2-yl)pyrazin-2-yl)-1-ethyl-1H-1,2,4-triazol-3-yl)piperidin-1-yl)(2,2-dimethyl-1,3-dioxolan-4-yl)methanone). The yield is 121.8%. As a reaction SMILES: [C:1]([C:5]1[O:9][C:8]([C:10]2[C:11]([NH2:29])=[N:12][CH:13]=[C:14]([C:16]3[N:20]([CH2:21][CH3:22])[N:19]=[C:18]([CH:23]4[CH2:28][CH2:27][NH:26][CH2:25][CH2:24]4)[N:17]=3)[N:15]=2)=[N:7][N:6]=1)([CH3:4])([CH3:3])[CH3:2].[CH3:30][C:31]1([CH3:39])[O:35][C@H:34]([C:36]([O-])=[O:37])[CH2:33][O:32]1.[K+].CCN=C=NCCCN(C)C.O.ON1C2C=CC=CC=2N=N1.CCN(C(C)C)C(C)C>C(Cl)Cl.O>[NH2:29][C:11]1[N:12]=[CH:13][C:14]([C:16]2[N:20]([CH2:21][CH3:22])[N:19]=[C:18]([CH:23]3[CH2:28][CH2:27][N:26]([C:36]([C@@H:34]4[CH2:33][O:32][C:31]([CH3:39])([CH3:30])[O:35]4)=[O:37])[CH2:25][CH2:24]3)[N:17]=2)=[N:15][C:10]=1[C:8]1[O:9][C:5]([C:1]([CH3:2])([CH3:3])[CH3:4])=[N:6][N:7]=1 |f:1.2,4.5|. Reported procedure: To a mixture of 3-(5-(tert-butyl)-1,3,4-oxadiazol-2-yl)-5-(1-ethyl-3-(piperidin-4-yl)-1H-1,2,4-triazol-5-yl)pyrazin-2-amine (257 mg, 0.50 mmol, TFA salt), potassium (S)-2,2-dimethyl-1,3-dioxolane-4-carboxylate (101 mg, 0.55 mmol) and EDCI (105 mg, 0.55 mmol) in DCM (5 mL) were added 1-hydroxy-1H-benzotriazol hydrate (85 mg, 0.56 mmol) and DIPEA (194 mg, 1.50 mmol). The mixture was stirred for 16 hours at room temperature. Water was added to the mixture and the mixture was extracted with DCM. The... The reactants are C[S-], CN(C)C=O, COc1cc2ccncc2cc1C, [Na+]. As a reaction SMILES: [CH3:14][S-:15].[CH3:17][N:18]([CH3:19])[CH:20]=[O:21].[CH3:1][O:2][c:3]1[cH:4][c:5]2[cH:6][cH:7][n:8][cH:9][c:10]2[cH:11][c:12]1[CH3:13].[Na+:16]>>[OH:2][c:3]1[cH:4][c:5]2[cH:6][cH:7][n:8][cH:9][c:10]2[cH:11][c:12]1[CH3:13]. Product: Cc1cc2cnccc2cc1O. Reactants: COCOCCCCCCCCCCCCCCCCN1C(C=2C(C1=O)=CC=CC2)=O (N-(16-methoxymethoxyhexadecyl)phthalimide), O.NN (hydrazine monohydrate). Solvent: C(C)O (ethanol). Yields the product COCOCCCCCCCCCCCCCCCCN (16-Methoxymethoxyhexadecylamine). RXN SMILES: [CH3:1][O:2][CH2:3][O:4][CH2:5][CH2:6][CH2:7][CH2:8][CH2:9][CH2:10][CH2:11][CH2:12][CH2:13][CH2:14][CH2:15][CH2:16][CH2:17][CH2:18][CH2:19][CH2:20][N:21]1C(=O)C2=CC=CC=C2C1=O.O.NN>C(O)C>[CH3:1][O:2][CH2:3][O:4][CH2:5][CH2:6][CH2:7][CH2:8][CH2:9][CH2:10][CH2:11][CH2:12][CH2:13][CH2:14][CH2:15][CH2:16][CH2:17][CH2:18][CH2:19][CH2:20][NH2:21] |f:1.2|. Procedure details: To a suspension of 0.97 g of N-(16-methoxymethoxyhexadecyl)phthalimide in 50 ml of ethanol was added 0.4 ml of hydrazine monohydrate and the mixture was heated under reflux for 2 hours. The reaction solution was distilled under reduced pressure. The residue was diluted with chloroform, washed with a 1N aqueous solution of sodium hydroxide, dried over anhydrous sodium sulfate and then distilled under reduced pressure. The residue was chromatographed over a silica gel column to afford the title co... Reactants: CCO, CC(C)(CN)c1nc(-c2ccc3c(c2)CCC3=O)c(-c2ccncc2)[nH]1, NO. The product is CC(C)(CN)c1nc(-c2ccc3c(c2)CCC3=NO)c(-c2ccncc2)[nH]1. RXN SMILES: [CH3:29][CH2:30][OH:31].[NH2:1][CH2:2][C:3]([CH3:4])([CH3:5])[c:6]1[nH:7][c:8](-[c:21]2[cH:22][cH:23][n:24][cH:25][cH:26]2)[c:9](-[c:11]2[cH:12][c:13]3[c:17]([cH:18][cH:19]2)[C:16](=[O:20])[CH2:15][CH2:14]3)[n:10]1.[NH2:27][OH:28]>>[NH2:1][CH2:2][C:3]([CH3:4])([CH3:5])[c:6]1[nH:7][c:8](-[c:21]2[cH:22][cH:23][n:24][cH:25][cH:26]2)[c:9](-[c:11]2[cH:12][c:13]3[c:17]([cH:18][cH:19]2)[C:16](=[N:27][OH:28])[CH2:15][CH2:14]3)[n:10]1.